This data is from the Open Reaction Database (ORD), a public repository of structured organic reaction records. The task is: describe an organic reaction: reactants, conditions, products, and yield Procedure: 6.0 g of 2-mercapto-5-thienyl-1,3,4-thiadiazole and 45 ml of dioxan are added, while stirring, to a solution of 2.9 g of potassium hydroxide in 10 ml of water. After the addition of 0.2 g of potassium iodide and 0.1 g of tetrabutylammonium bromide the mixture is heated to 40° C. and, while stirring vigorously, a weak stram of chlorodifluoromethane is introduced for a period of 3 hours. The reaction mixture is then concentrated by evaporation in vacuo. The residue is taken up in methylene chlorid... Reagents/catalysts: [Br-].C(CCC)[N+](CCCC)(CCCC)CCCC (tetrabutylammonium bromide). Starting materials: [OH-].[K+] (potassium hydroxide), [I-].[K+] (potassium iodide), SC=1SC(=NN1)C=1SC=CC1 (2-mercapto-5-thienyl-1,3,4-thiadiazole), ClC(F)F (chlorodifluoromethane). Yields the product FC(SC=1SC(=NN1)C=1SC=CC1)F (2-difluoromethylthio-5-thienyl-1,3,4-thiadiazole). Solvent: O (water), O1CCOCC1 (dioxan). As a reaction SMILES: [SH:1][C:2]1[S:3][C:4]([C:7]2[S:8][CH:9]=[CH:10][CH:11]=2)=[N:5][N:6]=1.[OH-].[K+].[I-].[K+].Cl[CH:17]([F:19])[F:18]>O.[Br-].C([N+](CCCC)(CCCC)CCCC)CCC.O1CCOCC1>[F:18][CH:17]([F:19])[S:1][C:2]1[S:3][C:4]([C:7]2[S:8][CH:9]=[CH:10][CH:11]=2)=[N:5][N:6]=1 |f:1.2,3.4,7.8|. Run at temperature 40 celsius. Reactants: Cl (HCl), ClC=1C=C2CCN(CC2=CC1F)C(C(F)(F)F)=O (1-(6-chloro-7-fluoro-3,4-dihydro-1H-isoquinolin-2-yl)-2,2,2-trifluoroethanone), C(=O)([O-])[O-].[K+].[K+] (K2CO3). Run in CO (MeOH), O (H2O). Reaction conditions: time 2 hour. Product: ClC=1C=C2CCNCC2=CC1F (6-Chloro-7-fluoro-1,2,3,4-tetrahydro-isoquinoline). Yield: 49.3%. RXN SMILES: [Cl:1][C:2]1[CH:3]=[C:4]2[C:9](=[CH:10][C:11]=1[F:12])[CH2:8][N:7](C(=O)C(F)(F)F)[CH2:6][CH2:5]2.C([O-])([O-])=O.[K+].[K+].Cl>CO.O>[Cl:1][C:2]1[CH:3]=[C:4]2[C:9](=[CH:10][C:11]=1[F:12])[CH2:8][NH:7][CH2:6][CH2:5]2 |f:1.2.3|. Procedure details: To a solution of 1-(6-chloro-7-fluoro-3,4-dihydro-1H-isoquinolin-2-yl)-2,2,2-trifluoroethanone (400 mg) in MeOH (15 mL) was added K2CO3 (572 mg, 4 mmol) in H2O (10 mL). The resulting reaction mixture was stirred at room temperature for 2 hours before it was acidified with HCl (1N) to pH 8. It was then extracted with EtOAc and the organic layer was washed with H2O (2×25 mL), dried over anhy. Na2SO4, filtered and concentrated in vacuo to tive the crude title product together with a regioisomer (17... The reactants are [H][H] (hydrogen), C(C1=CC=CC=C1)N1C[C@@H](CC1)C(C1=CC=CC=C1)(C1=CC=CC=C1)C#N ((S)-1-benzyl-3-(1-cyano-1,1-diphenylmethyl)-pyrrolidine), S(O)(O)(=O)=O (sulfuric acid). Reagents/catalysts: [C].[Pd] (palladium-carbon). Run in C(C)O (ethanol). Conditions: time 3.5 hour. The product is C(#N)C(C1=CC=CC=C1)(C1=CC=CC=C1)[C@H]1CNCC1 ((S)-3-(1-cyano-1,1-diphenylmethyl)-pyrrolidine). Reaction SMILES: C([N:8]1[CH2:12][CH2:11][C@@H:10]([C:13]([C:26]#[N:27])([C:20]2[CH:25]=[CH:24][CH:23]=[CH:22][CH:21]=2)[C:14]2[CH:19]=[CH:18][CH:17]=[CH:16][CH:15]=2)[CH2:9]1)C1C=CC=CC=1.S(=O)(=O)(O)O.[H][H]>[C].[Pd].C(O)C>[C:26]([C:13]([C@@H:10]1[CH2:11][CH2:12][NH:8][CH2:9]1)([C:20]1[CH:21]=[CH:22][CH:23]=[CH:24][CH:25]=1)[C:14]1[CH:19]=[CH:18][CH:17]=[CH:16][CH:15]=1)#[N:27] |f:3.4|. Procedure: A mixed solution obtained by mixing 3.9 g of 79% pure (S)-1-benzyl-3-(1-cyano-1,1-diphenylmethyl)-pyrrolidine with 3.1 ml of ethanol and adding dropwise 446 mg of 97% sulfuric acid thereto with cooling on an ice-water bath was charged, together with 158 mg of moist 5% palladium-carbon (water content 52% by weight), into an autoclave, hydrogen was introduced thereinto and the autoclave was heated to raise the temperature to 60 and the pressure to 203 kPa, and the reaction was allowed to proceed f... Starting materials: CC(=O)O[BH-](OC(C)=O)OC(C)=O, CC(C)O, ClCCl, O=Cc1ccc(F)cc1, NCc1cccc(C(=O)N(Cc2ccc(F)cc2)Cc2cc(Cl)cc(Cl)c2)c1, [Na+], [Na+], O=C([O-])O. The product is O=C(c1cccc(CNCc2ccc(F)cc2)c1)N(Cc1ccc(F)cc1)Cc1cc(Cl)cc(Cl)c1. As a reaction SMILES: [C:38]([O:39][BH-:40]([O:41][C:42](=[O:43])[CH3:44])[O:45][C:46](=[O:47])[CH3:48])(=[O:49])[CH3:50].[CH3:60][CH:61]([OH:62])[CH3:63].[Cl:57][CH2:58][Cl:59].[F:29][c:30]1[cH:31][cH:32][c:33]([CH:34]=[O:35])[cH:36][cH:37]1.[NH2:1][CH2:2][c:3]1[cH:4][c:5]([C:6](=[O:7])[N:8]([CH2:9][c:10]2[cH:11][cH:12][c:13]([F:16])[cH:14][cH:15]2)[CH2:17][c:18]2[cH:19][c:20]([Cl:25])[cH:21][c:22]([Cl:24])[cH:23]2)[cH:26][cH:27][cH:28]1.[Na+:51].[Na+:56].[O-:52][C:53]([OH:54])=[O:55]>>[NH:1]([CH2:2][c:3]1[cH:4][c:5]([C:6](=[O:7])[N:8]([CH2:9][c:10]2[cH:11][cH:12][c:13]([F:16])[cH:14][cH:15]2)[CH2:17][c:18]2[cH:19][c:20]([Cl:25])[cH:21][c:22]([Cl:24])[cH:23]2)[cH:26][cH:27][cH:28]1)[CH2:34][c:33]1[cH:32][cH:31][c:30]([F:29])[cH:37][cH:36]1. The reactants are CN(C=O)C (N,N-dimethylformamide), NC1=C(C=C(C(=N1)N1C=C(C(C2=CC(=C(C(=C12)Cl)F)F)=O)C(=O)O)F)F (1-(6-amino-3,5-difluoropyridine-2-yl)-8-chloro-6,7-difluoro-4-oxo-1,4-dihydroquinoline-3-carboxylic acid), Cl.Cl.CN(C1CNC1)C (3-(dimethylamino)azetidine dihydrochloride), CN1CCCC1 (N-methylpyrrolidine). The solvent is C(C)O (ethanol). Run at temperature 90 celsius, time 15 minute. The product is CN(C1CN(C1)C1=C(C=C2C(C(=CN(C2=C1Cl)C1=NC(=C(C=C1F)F)N)C(=O)O)=O)F)C (7-[3-(dimethylamino)azetidine-1-yl]-1-(6-amino-3,5-difluoropyridine-2-yl)-8-chloro-6-fluoro-4-oxo-1,4-dihydroquinoline-3-carboxylic acid). The yield is 72.1%. As a reaction SMILES: CN(C)C=O.[NH2:6][C:7]1[N:12]=[C:11]([N:13]2[C:22]3[C:17](=[CH:18][C:19]([F:25])=[C:20](F)[C:21]=3[Cl:23])[C:16](=[O:26])[C:15]([C:27]([OH:29])=[O:28])=[CH:14]2)[C:10]([F:30])=[CH:9][C:8]=1[F:31].Cl.Cl.[CH3:34][N:35]([CH3:40])[CH:36]1[CH2:39][NH:38][CH2:37]1.CN1CCCC1>C(O)C>[CH3:34][N:35]([CH3:40])[CH:36]1[CH2:39][N:38]([C:20]2[C:21]([Cl:23])=[C:22]3[C:17]([C:16](=[O:26])[C:15]([C:27]([OH:29])=[O:28])=[CH:14][N:13]3[C:11]3[C:10]([F:30])=[CH:9][C:8]([F:31])=[C:7]([NH2:6])[N:12]=3)=[CH:18][C:19]=2[F:25])[CH2:37]1 |f:2.3.4|. Procedure details: To 310 mg of N,N-dimethylformamide were added 100 mg of 1-(6-amino-3,5-difluoropyridine-2-yl)-8-chloro-6,7-difluoro-4-oxo-1,4-dihydroquinoline-3-carboxylic acid, 100 mg of 3-(dimethylamino)azetidine dihydrochloride, and 150 mg of N-methylpyrrolidine, and the mixture was stirred at 90° C. for 15 minutes. After adding 1 ml of ethanol, the mixture was allowed to cool, and the precipitate was collected by filtration and washed with ethanol and diisopropylether successively to obtain 87 mg of the tit... Starting materials: C(C)(C)(C)OC(=O)N1[C@@H](COCC1)C(=O)O (morpholine-3(S),4-dicarboxylic acid 4-tert-butyl ester), CCN=C=NCCCN(C)C (EDCI), CCOC(=O)C (EtOAc), ClC=1C=C2C=3C=CN=CC3NC2=C(C1)N (6-chloro-9H-β-carbolin-8-ylamine). Run in N1=CC=CC=C1 (pyridine), [Cl-].[Na+].O (brine), O (H2O), O (H2O). Conditions: time 14 hour. Yields the product C(C)(C)(C)OC(=O)N1[C@@H](COCC1)C(NC=1C=C(C=C2C=3C=CN=CC3NC12)Cl)=O (3(S)-(6-chloro-9H-β-carbolin-8-ylcarbamoyl)-morpholine-4-carboxylic acid tert-butyl ester), solid. RXN SMILES: [C:1]([O:5][C:6]([N:8]1[CH2:13][CH2:12][O:11][CH2:10][C@H:9]1[C:14]([OH:16])=O)=[O:7])([CH3:4])([CH3:3])[CH3:2].[Cl:17][C:18]1[CH:19]=[C:20]2[C:28](=[C:29]([NH2:31])[CH:30]=1)[NH:27][C:26]1[CH:25]=[N:24][CH:23]=[CH:22][C:21]2=1.CCN=C=NCCCN(C)C.CCOC(C)=O>N1C=CC=CC=1.O.[Cl-].[Na+].O>[C:1]([O:5][C:6]([N:8]1[CH2:13][CH2:12][O:11][CH2:10][C@H:9]1[C:14](=[O:16])[NH:31][C:29]1[CH:30]=[C:18]([Cl:17])[CH:19]=[C:20]2[C:28]=1[NH:27][C:26]1[CH:25]=[N:24][CH:23]=[CH:22][C:21]2=1)=[O:7])([CH3:2])([CH3:3])[CH3:4] |f:6.7.8|. Procedure details: A solution of morpholine-3(S),4-dicarboxylic acid 4-tert-butyl ester (2.83 g, 12.7 mmol) in pyridine (106 ml) was stirred at RT. 6-chloro-9H-β-carbolin-8-ylamine (2.30 g, 10.6 mmol) was added, followed by EDCI (4.06 g, 21.2 mmol). The clear orange-to-brown solution was stirred at RT for 14 hr. The solution was diluted with H2O (120 ml) and poured into a separatory funnel containing EtOAc (200 ml), H2O (100 ml) and brine (100 ml). The mixture was shaken and the layers were separated. The aqueous ... Starting materials: BrC1=CC(=C(N)C(=C1)F)F (4-bromo-2,6-difluoroaniline), ClC1=CC=C(C=C1OC)B(O)O (4-chloro-5-methoxyphenylboronic acid). Product: ClC1=C(C=C(C=C1)C1=CC(=C(C(=C1)F)N)F)OC (4′-chloro-3,5-difluoro-3′-methoxybiphenyl-4-amine). Isolated yield 62.6%. RXN SMILES: Br[C:2]1[CH:8]=[C:7]([F:9])[C:5]([NH2:6])=[C:4]([F:10])[CH:3]=1.[Cl:11][C:12]1[C:17]([O:18][CH3:19])=[CH:16][C:15](B(O)O)=[CH:14][CH:13]=1>>[Cl:11][C:12]1[CH:13]=[CH:14][C:15]([C:2]2[CH:8]=[C:7]([F:9])[C:5]([NH2:6])=[C:4]([F:10])[CH:3]=2)=[CH:16][C:17]=1[O:18][CH3:19]. Procedure details: The title compound (81 mg) was prepared from 4-bromo-2,6-difluoroaniline (100 mg, 0.48 mmol) and 4-chloro-5-methoxyphenylboronic acid (116 mg, 0.62 mmol) as a white solid.